From a dataset of the Open Reaction Database (ORD), a public repository of structured organic reaction records. describe an organic reaction: reactants, conditions, products, and yield The reactants are ClC1=CC(=C(N)C=C1)C (4-chloro-2-methylaniline), C(C)(C)N(C(C)C)CC (N,N-diisopropylethylamine), C(C)(=O)OC=1C(C(=O)Cl)=CC=CC1 (acetylsalicyloyl chloride). Solvent: C1(=CC=CC=C1)C (toluene). Yields the product C(C)(=O)OC1=C(C=CC=C1)C(=O)NC1=C(C=C(C=C1)Cl)C (2-{[(4-chloro-2-methylphenyl)amino]carbonyl}phenyl acetate). Reaction SMILES: [Cl:1][C:2]1[CH:8]=[CH:7][C:5]([NH2:6])=[C:4]([CH3:9])[CH:3]=1.C(N(CC)C(C)C)(C)C.[C:19]([O:22][C:23]1[C:24](=[CH:28][CH:29]=[CH:30][CH:31]=1)[C:25](Cl)=[O:26])(=[O:21])[CH3:20]>C1(C)C=CC=CC=1>[C:19]([O:22][C:23]1[CH:31]=[CH:30][CH:29]=[CH:28][C:24]=1[C:25]([NH:6][C:5]1[CH:7]=[CH:8][C:2]([Cl:1])=[CH:3][C:4]=1[CH3:9])=[O:26])(=[O:21])[CH3:20]. Procedure details: To a stirred solution of 4-chloro-2-methylaniline, 1-1, (10.0 g 0.071 moles) in toluene was added (24.7 mL 0.014 moles) of N,N-diisopropylethylamine, followed by slow addition of acetylsalicyloyl chloride. The mixture was stirred until complete by TLC. Reaction was filtered and dried under vacuum to afford 9.4 grams of 1-2. Analytical LCMS: (CH3CN/H2O/1% TFA, 4 min gradient), 88% pure, M+1 peak m/e 304.